From a dataset of the Open Reaction Database (ORD), a public repository of structured organic reaction records. describe an organic reaction: reactants, conditions, products, and yield Reactants: CCO, Clc1ccc2nnnn2n1, [K+], [SH-]. Yields the product Sc1ccc2nnnn2n1. As a reaction SMILES: [CH3:13][CH2:14][OH:15].[Cl:1][c:2]1[cH:3][cH:4][c:5]2[n:6]([n:7]1)[n:8][n:9][n:10]2.[K+:12].[SH-:11]>>[c:2]1([SH:11])[cH:3][cH:4][c:5]2[n:6]([n:7]1)[n:8][n:9][n:10]2. Starting materials: ClC1=CC=C(C=C1)C(O)(C1=CN=CN1C)C=1C=C2C(=C(C(=NC2=CC1)Cl)C1=CC=CC=C1)Cl ((4-Chlorophenyl)(2,4-dichloro-3-phenylquinolin-6-yl)(1-methyl-1H-imidazol-5-yl)methanol), OCCNC(C(F)(F)F)=O (N-(2-hydroxyethyl)-2,2,2-trifluoroacetamide), C1(=CC=CC=C1)C (toluene), [H-].[Na+] (sodium hydride), OCCNC(C(F)(F)F)=O (N-(2-hydroxyethyl)-2,2,2-trifluoroacetamide), [H-].[Na+] (sodium hydride). The solvent is CCOC(=O)C (EtOAc). The product is NCCOC1=NC2=CC=C(C=C2C(=C1C1=CC=CC=C1)Cl)C(O)(C1=CN=CN1C)C1=CC=C(C=C1)Cl ([2-(2-Aminoethoxy)-4-chloro-3-phenylquinolin-6-yl](4-chlorophenyl)(1-methyl-1H-imidazol-5-yl)methanol). RXN SMILES: [Cl:1][C:2]1[CH:7]=[CH:6][C:5]([C:8]([C:16]2[CH:17]=[C:18]3[C:23](=[CH:24][CH:25]=2)[N:22]=[C:21](Cl)[C:20]([C:27]2[CH:32]=[CH:31][CH:30]=[CH:29][CH:28]=2)=[C:19]3[Cl:33])([C:10]2[N:14]([CH3:15])[CH:13]=[N:12][CH:11]=2)[OH:9])=[CH:4][CH:3]=1.[OH:34][CH2:35][CH2:36][NH:37]C(=O)C(F)(F)F.C1(C)C=CC=CC=1.[H-].[Na+]>CCOC(C)=O>[NH2:37][CH2:36][CH2:35][O:34][C:21]1[C:20]([C:27]2[CH:28]=[CH:29][CH:30]=[CH:31][CH:32]=2)=[C:19]([Cl:33])[C:18]2[C:23](=[CH:24][CH:25]=[C:16]([C:8]([C:5]3[CH:4]=[CH:3][C:2]([Cl:1])=[CH:7][CH:6]=3)([C:10]3[N:14]([CH3:15])[CH:13]=[N:12][CH:11]=3)[OH:9])[CH:17]=2)[N:22]=1 |f:3.4|. Procedure: (4-Chlorophenyl)(2,4-dichloro-3-phenylquinolin-6-yl)(1-methyl-1H-imidazol-5-yl)methanol (100 mg, 0.202 mmol, Example 65), N-(2-hydroxyethyl)-2,2,2-trifluoroacetamide (49 mg, 0.30 mmol), toluene (2 mL), and sodium hydride (60% dispersion in mineral oil, 32.3 mg, 0.808 mmol) were combined in a round bottom flask and heated at reflux for 48 hours under an N2 atmosphere. Analysis after overnight reaction showed only partial conversion, so additional N-(2-hydroxyethyl)-2,2,2-trifluoroacetamide (33 mg... Starting materials: COC(COC1=CC(=C(C=C1)NC(=O)N(C=1N(N=C2C=CC=CC12)C1=CC=CC=C1)C1CCCCC1)F)=O ({4-[3-cyclohexyl-3-(2-phenyl-2H-indazol-3-yl)-ureido]-3-fluoro-phenoxy}-acetic acid methyl ester), [OH-].[Li+] (lithium hydroxide). Solvent: C(C)(C)OC(=O)C.[Cl-].[Na+].O (iPrOAc brine). Product: C1(CCCCC1)N(C(NC1=C(C=C(OCC(=O)O)C=C1)F)=O)C=1N(N=C2C=CC=CC12)C1=CC=CC=C1 ({4-[3-Cyclohexyl-3-(2-phenyl-2H-indazol-3-yl)-ureido]-3-fluoro-phenoxy}-acetic acid). Reaction SMILES: C[O:2][C:3](=[O:38])[CH2:4][O:5][C:6]1[CH:11]=[CH:10][C:9]([NH:12][C:13]([N:15]([CH:31]2[CH2:36][CH2:35][CH2:34][CH2:33][CH2:32]2)[C:16]2[N:17]([C:25]3[CH:30]=[CH:29][CH:28]=[CH:27][CH:26]=3)[N:18]=[C:19]3[C:24]=2[CH:23]=[CH:22][CH:21]=[CH:20]3)=[O:14])=[C:8]([F:37])[CH:7]=1.[OH-].[Li+]>C(OC(C)=O)(C)C.[Cl-].[Na+].O>[CH:31]1([N:15]([C:16]2[N:17]([C:25]3[CH:30]=[CH:29][CH:28]=[CH:27][CH:26]=3)[N:18]=[C:19]3[C:24]=2[CH:23]=[CH:22][CH:21]=[CH:20]3)[C:13](=[O:14])[NH:12][C:9]2[CH:10]=[CH:11][C:6]([O:5][CH2:4][C:3]([OH:38])=[O:2])=[CH:7][C:8]=2[F:37])[CH2:32][CH2:33][CH2:34][CH2:35][CH2:36]1 |f:1.2,3.4.5.6|. Reported procedure: In analogy to the procedure described in example 2.2, {4-[3-cyclohexyl-3-(2-phenyl-2H-indazol-3-yl)-ureido]-3-fluoro-phenoxy}-acetic acid methyl ester was treated with 1 N aqueous lithium hydroxide solution in THF/MeOH 1/1 for 1 h at 60° C. to give the title compound as off-white solid. MS: m/e=501.0 [M−H−]. The reactants are CCOC(=O)C=C(C)c1ccc(Br)cc1, COc1ccc(Cl)cc1B(O)O. Product: CCOC(=O)C=C(C)c1ccc(-c2cc(Cl)ccc2OC)cc1. As a reaction SMILES: [Br:13][c:14]1[cH:15][cH:16][c:17]([C:20](=[CH:21][C:22](=[O:23])[O:24][CH2:25][CH3:26])[CH3:27])[cH:18][cH:19]1.[Cl:1][c:2]1[cH:3][cH:4][c:5]([O:11][CH3:12])[c:6]([B:8]([OH:9])[OH:10])[cH:7]1>>[Cl:1][c:2]1[cH:3][cH:4][c:5]([O:11][CH3:12])[c:6](-[c:14]2[cH:15][cH:16][c:17]([C:20](=[CH:21][C:22](=[O:23])[O:24][CH2:25][CH3:26])[CH3:27])[cH:18][cH:19]2)[cH:7]1. Reactants: CCOC(=O)CCCOc1ccc(-n2cnnn2)cc1C(=O)N1CCC(CCO)(c2ccccc2)C1, CS(=O)(=O)Cl, ClCCl. Yields the product CCOC(=O)CCCOc1ccc(-n2cnnn2)cc1C(=O)N1CCC(CCOS(C)(=O)=O)(c2ccccc2)C1. As a reaction SMILES: [C:1](=[O:2])([O:3][CH2:4][CH3:5])[CH2:6][CH2:7][CH2:8][O:9][c:10]1[c:11]([C:12](=[O:13])[N:14]2[CH2:15][C:16]([CH2:19][CH2:20][OH:21])([c:22]3[cH:23][cH:24][cH:25][cH:26][cH:27]3)[CH2:17][CH2:18]2)[cH:28][c:29](-[n:32]2[n:33][n:34][n:35][cH:36]2)[cH:30][cH:31]1.[CH3:37][S:38]([Cl:39])(=[O:40])=[O:41].[Cl:42][CH2:43][Cl:44]>>[C:1](=[O:2])([O:3][CH2:4][CH3:5])[CH2:6][CH2:7][CH2:8][O:9][c:10]1[c:11]([C:12](=[O:13])[N:14]2[CH2:15][C:16]([CH2:19][CH2:20][O:21][S:38]([CH3:37])(=[O:40])=[O:41])([c:22]3[cH:23][cH:24][cH:25][cH:26][cH:27]3)[CH2:17][CH2:18]2)[cH:28][c:29](-[n:32]2[n:33][n:34][n:35][cH:36]2)[cH:30][cH:31]1. Starting materials: C(=O)(O)NC(SC)=S (methyl carboxydithiocarbamate), [N-]=[N+]=[N-].[Na+] (sodium azide), NCCCCCCCCCCC(=O)O (11-aminoundecanoic acid), NCCCCCCC(=O)O (7-aminoheptanoic acid), NCCCCCCCCC(=O)O (9-aminononanoic acid). Product: C(=O)(O)CCCCCCN1N=NN=C1S (1-(6-carboxyhexyl)tetrazole-5-thiol), C(=O)(O)CCCCCCCCN1N=NN=C1S (1-(8-carboxyoctyl)tetrazole-5-thiol). RXN SMILES: [NH2:1][CH2:2][CH2:3][CH2:4][CH2:5][CH2:6][CH2:7][C:8]([OH:10])=[O:9].[NH2:11][CH2:12][CH2:13][CH2:14][CH2:15][CH2:16][CH2:17][CH2:18][CH2:19][C:20]([OH:22])=[O:21].NCCCCCCCCCCC(O)=O.C([NH:40][C:41](=[S:44])[S:42]C)(O)=O.[N-:45]=[N+:46]=[N-:47].[Na+]>>[C:8]([CH2:7][CH2:6][CH2:5][CH2:4][CH2:3][CH2:2][N:1]1[C:41]([SH:44])=[N:40][N:46]=[N:45]1)([OH:10])=[O:9].[C:20]([CH2:19][CH2:18][CH2:17][CH2:16][CH2:15][CH2:14][CH2:13][CH2:12][N:11]1[C:41]([SH:42])=[N:47][N:46]=[N:45]1)([OH:22])=[O:21] |f:4.5|. Procedure details: When 7-aminoheptanoic acid or 9-aminononanoic acid is substituted in the procedure of Example 19 in place of 11-aminoundecanoic acid and the resulting methyl carboxydithiocarbamate is treated with sodium azide as described therein, 1-(6-carboxyhexyl)tetrazole-5-thiol and 1-(8-carboxyoctyl)tetrazole-5-thiol are obtained, respectively.